This data is from the Open Reaction Database (ORD), a public repository of structured organic reaction records. The task is: describe an organic reaction: reactants, conditions, products, and yield Starting materials: ClC(Cl)(Cl)OC(OC(Cl)(Cl)Cl)=O (bis(trichloromethyl)carbonate), N1=CC=CC=C1 (pyridine), O1CCCC1 (tetrahydrofuran), O1CCCC1 (tetrahydrofuran). Product: Cl.C(C)(=O)OCCCNC (3-(methylamino)propyl acetate hydrochloride). As a reaction SMILES: [Cl:1][C:2]([O:5][C:6](=[O:12])OC(Cl)(Cl)Cl)(Cl)Cl.[N:13]1[CH:18]=CC=[CH:15][CH:14]=1.O1CCC[CH2:20]1>>[ClH:1].[C:6]([O:5][CH2:2][CH2:15][CH2:14][NH:13][CH3:18])(=[O:12])[CH3:20] |f:3.4|. Procedure details: To a solution (40 mL) of bis(trichloromethyl)carbonate (1.19 g) in tetrahydrofuran was dropwise added a solution (2 mL) of pyridine (0.95 mL) in tetrahydrofuran under ice-cooling. After stirring under ice-cooling for 30 min., 3-(methylamino)propyl acetate hydrochloride (1.90 g) obtained in Reference Example 42 was added. A solution (2 mL) of triethylamine (1.68 mL) in tetrahydrofuran was dropwise added, and the mixture was stirred at room temperature for 3 hrs. After concentration under reduced ... The reactants are C(C1=CC=CC=C1)N1N=C(C2=CC=CC=C12)C1=CC=C(C=C1)CO (1-Benzyl-3-(4′-hydroxymethylphenyl)indazole), C1(CCC(=O)O1)=O (succinic anhydride), Example 1 ( d ). The product is C(C1=CC=CC=C1)N1N=C(C2=CC=CC=C12)C1=CC=C(COC(CCC(=O)O)=O)C=C1 (succinic acid mono-[4-(1-benzyl-1H-indazol-3-yl)benzyl]ester). Isolated yield 75.0%. As a reaction SMILES: [CH2:1]([N:8]1[C:16]2[C:11](=[CH:12][CH:13]=[CH:14][CH:15]=2)[C:10]([C:17]2[CH:22]=[CH:21][C:20]([CH2:23][OH:24])=[CH:19][CH:18]=2)=[N:9]1)[C:2]1[CH:7]=[CH:6][CH:5]=[CH:4][CH:3]=1.[C:25]1(=[O:31])[O:30][C:28](=[O:29])[CH2:27][CH2:26]1>>[CH2:1]([N:8]1[C:16]2[C:11](=[CH:12][CH:13]=[CH:14][CH:15]=2)[C:10]([C:17]2[CH:18]=[CH:19][C:20]([CH2:23][O:24][C:25](=[O:31])[CH2:26][CH2:27][C:28]([OH:30])=[O:29])=[CH:21][CH:22]=2)=[N:9]1)[C:2]1[CH:3]=[CH:4][CH:5]=[CH:6][CH:7]=1. Procedure details: 1-Benzyl-3-(4′-hydroxymethylphenyl)indazole was reacted with succinic anhydride according the procedure described in Example 1 (d) to afford Compound 9 in a yield of 75%. Starting materials: CNC(OC1=CC(=C(C=C1)N)C)=O (3-methyl-4-aminophenyl N-methylcarbamate), ClCCC(=O)Cl (3-chloropropionyl chloride). Yields the product CNC(OC1=CC(=C(C=C1)NC(CCCl)=O)C)=O (3-methyl-4-(3-chloropropionamido)phenyl N-methylcarbamate). As a reaction SMILES: [CH3:1][NH:2][C:3](=[O:13])[O:4][C:5]1[CH:10]=[CH:9][C:8]([NH2:11])=[C:7]([CH3:12])[CH:6]=1.[Cl:14][CH2:15][CH2:16][C:17](Cl)=[O:18]>>[CH3:1][NH:2][C:3](=[O:13])[O:4][C:5]1[CH:10]=[CH:9][C:8]([NH:11][C:17](=[O:18])[CH2:16][CH2:15][Cl:14])=[C:7]([CH3:12])[CH:6]=1. Procedure: According to the general directions described in Example 5, 3-methyl-4-aminophenyl N-methylcarbamate (1.8g., 0.01 mole) was reacted with 3-chloropropionyl chloride (1.52 g., 0.012 mole). The product weighed 2.0g. after recrystallization from ethanol-water and its infrared spectrum showed a double carbonyl absorption at about 5.8 μ and 6.0 μ. Reactants: CC1C=2C=CC(=CC2C(CC1)C)C=1N=C(SC1)N1CCC(CC1)N (1-[4-(5,8-dimethyl-5,6,7,8-tetrahydronaphthalen-2-yl)thiazol-2-yl]piperidin-4-ylamine), Cl (hydrochloride), C(C)(=O)OCCCCBr (4-bromobutyl acetate), [OH-].[Na+] (NaOH). Solvent: CO (methanol). Yields the product CC1C=2C=CC(=CC2C(CC1)C)C=1N=C(SC1)N1CCC(CC1)NCCCCO (4-{1-[4-(5,8-dimethyl-5,6,7,8-tetrahydronaphthalen-2-yl)thiazol-2-yl]piperidin-4-ylamino}butan-1-ol). As a reaction SMILES: [CH3:1][CH:2]1[CH2:11][CH2:10][CH:9]([CH3:12])[C:8]2[CH:7]=[C:6]([C:13]3[N:14]=[C:15]([N:18]4[CH2:23][CH2:22][CH:21]([NH2:24])[CH2:20][CH2:19]4)[S:16][CH:17]=3)[CH:5]=[CH:4][C:3]1=2.C([O:28][CH2:29][CH2:30][CH2:31][CH2:32]Br)(=O)C.[OH-].[Na+].Cl>CO>[CH3:1][CH:2]1[CH2:11][CH2:10][CH:9]([CH3:12])[C:8]2[CH:7]=[C:6]([C:13]3[N:14]=[C:15]([N:18]4[CH2:23][CH2:22][CH:21]([NH:24][CH2:32][CH2:31][CH2:30][CH2:29][OH:28])[CH2:20][CH2:19]4)[S:16][CH:17]=3)[CH:5]=[CH:4][C:3]1=2 |f:2.3|. Reported procedure: The preparation is carried out as described starting from 218 mg (0.58 mmol) of 1-[4-(5,8-dimethyl-5,6,7,8-tetrahydronaphthalen-2-yl)thiazol-2-yl]piperidin-4-ylamine and 126 μl (0.58 mmol) of 4-bromobutyl acetate. The protecting group is cleaved off by means of a 1N NaOH solution in methanol. The product is in the form of the hydrochloride. Starting materials: CC(C)(C)OC(=O)Nc1nc2cc([N+](=O)[O-])ccc2[nH]1, CO, C1CCOC1. The product is CC(C)(C)OC(=O)Nc1nc2ccc(N)cc2[nH]1. As a reaction SMILES: [C:1]([CH3:2])([CH3:3])([CH3:4])[O:5][C:6]([NH:7][c:8]1[n:9][c:10]2[c:11]([nH:12]1)[cH:13][cH:14][c:15]([N+:17]([O-:18])=[O:19])[cH:16]2)=[O:20].[CH3:21][OH:22].[O:23]1[CH2:24][CH2:25][CH2:26][CH2:27]1>>[C:1]([CH3:2])([CH3:3])([CH3:4])[O:5][C:6]([NH:7][c:8]1[nH:9][c:10]2[c:11]([n:12]1)[cH:13][cH:14][c:15]([NH2:17])[cH:16]2)=[O:20]. The reactants are C(C)(C)C=1N=C(SC1)CCC1=CC=2N(C(C(=C(N2)N2CCOCC2)/C=C/C(=O)NS(=O)(=O)CCCNC(=O)OC(C)(C)C)=O)C=C1 (N-((E)-3-{8-[2-(4-isopropyl-1,3-thiazol-2-yl)ethyl]-2-morpholino-4-oxo-4H-pyrido -[1,2-a]pyrimidin-3-yl}-2-propenoyl)-3-(tert-butoxycarbonylamino)-1-propane -sulfonamide), C(C)(C)C=1N=C(SC1)CCC1=CC=2N(C(C(=C(N2)N2CCOCC2)/C=C/C(=O)NS(=O)(=O)CCCNC(=O)OC(C)(C)C)=O)C=C1 (N-((E)-3-{8-[2-(4-Isopropyl-1,3-thiazol-2-yl)ethyl]-2-morpholino-4-oxo-4H-pyrido-[1,2-a]pyrimidin-3-yl}-2-propenoyl)-3-(tert-butoxycarbonylamino)-1-propane-sulfonamide). Solvent: FC(C(=O)O)(F)F (trifluoroacetic acid). Reaction conditions: time 40 minute. Product: C(C)(C)C=1N=C(SC1)CCC1=CC=2N(C(C(=C(N2)N2CCOCC2)/C=C/C(=O)NS(=O)(=O)CCCN)=O)C=C1 (N-((E)-3-{8-[2-(4-Isopropyl-1,3-thiazol-2-yl)ethyl]-2-morpholino-4-oxo-4H-pyrido -[1,2-a]pyrimidin-3-yl}-2-propenoyl)-3-amino-1-propanesulfonamide). RXN SMILES: [CH:1]([C:4]1[N:5]=[C:6]([CH2:9][CH2:10][C:11]2[CH:46]=[CH:45][N:14]3[C:15](=[O:44])[C:16](/[CH:25]=[CH:26]/[C:27]([NH:29][S:30]([CH2:33][CH2:34][CH2:35][NH:36]C(OC(C)(C)C)=O)(=[O:32])=[O:31])=[O:28])=[C:17]([N:19]4[CH2:24][CH2:23][O:22][CH2:21][CH2:20]4)[N:18]=[C:13]3[CH:12]=2)[S:7][CH:8]=1)([CH3:3])[CH3:2]>FC(F)(F)C(O)=O>[CH:1]([C:4]1[N:5]=[C:6]([CH2:9][CH2:10][C:11]2[CH:46]=[CH:45][N:14]3[C:15](=[O:44])[C:16](/[CH:25]=[CH:26]/[C:27]([NH:29][S:30]([CH2:33][CH2:34][CH2:35][NH2:36])(=[O:32])=[O:31])=[O:28])=[C:17]([N:19]4[CH2:20][CH2:21][O:22][CH2:23][CH2:24]4)[N:18]=[C:13]3[CH:12]=2)[S:7][CH:8]=1)([CH3:3])[CH3:2]. Procedure: The N-((E)-3-{8-[2-(4-isopropyl-1,3-thiazol-2-yl)ethyl]-2-morpholino-4-oxo-4H-pyrido -[1,2-a]pyrimidin-3-yl}-2-propenoyl)-3-(tert-butoxycarbonylamino)-1-propane -sulfonamide (32 mg) obtained in (A) was dissolved in trifluoroacetic acid (2 ml) and stirred for 40 minutes. The solvent was evaporated under reduced pressure, and the residue was purified by medium pressure reverse phase column chromatography to obtain the title compound (quantitative). Starting materials: BrCC(=O)C1=NC=CC=C1 (2-bromo-1-pyridin-2-ylethanone), NN(C(OC(C)(C)C)=O)C=N (tert-Butyl amino(imino)methylcarbamate), CN(C=O)C (N,N-dimethylformamide), C(C)(=O)OCC (ethyl acetate). Run at time 143 hour. Yields the product N1=C(C=CC=C1)C=1N=C(NC1)NC(OC(C)(C)C)=O (tert-butyl 4-pyridin-2-yl-1H-imidazol-2-ylcarbamate). The yield is 27.0%. RXN SMILES: N[N:2]([CH:10]=[NH:11])[C:3](=[O:9])[O:4][C:5]([CH3:8])([CH3:7])[CH3:6].Br[CH2:13][C:14]([C:16]1[CH:21]=[CH:20][CH:19]=[CH:18][N:17]=1)=O.C(OCC)(=O)C.C[N:29](C)C=O>>[N:17]1[CH:18]=[CH:19][CH:20]=[CH:21][C:16]=1[C:14]1[N:29]=[C:10]([NH:2][C:3](=[O:9])[O:4][C:5]([CH3:8])([CH3:7])[CH3:6])[NH:11][CH:13]=1. Reported procedure: tert-Butyl amino(imino)methylcarbamate (33.4 g; 210 mmol) was dissolved in N,N-dimethylformamide (300 mL), 2-bromo-1-pyridin-2-ylethanone (17.4 g; 87 mmol) was added thereto, and the mixture was stirred for 143 hours at room temperature. To the reaction solution, ethyl acetate (2.0 L) was added, and the mixture was washed with saturated aqueous sodium bicarbonate solution (three times). The organic layer was dried over anhydrous magnesium sulfate and then distilled under reduced pressure. The re...